Dataset: the Open Reaction Database (ORD), a public repository of structured organic reaction records. Task: describe an organic reaction: reactants, conditions, products, and yield Starting materials: CO, CC(=O)OC(C)=O, COC(=O)CC(OC)C(=O)OC, Cl. Yields the product COC(=O)C(CC(=O)O)OC. RXN SMILES: [CH3:13][OH:14].[CH3:16][C:17]([O:18][C:19](=[O:20])[CH3:21])=[O:22].[CH3:1][O:2][C:3]([CH:4]([CH2:5][C:6](=[O:7])[O:8][CH3:9])[O:10][CH3:11])=[O:12].[ClH:15]>>[CH3:1][O:2][C:3]([CH:4]([CH2:5][C:6](=[O:7])[OH:8])[O:10][CH3:11])=[O:12].